Dataset: the Open Reaction Database (ORD), a public repository of structured organic reaction records. Task: describe an organic reaction: reactants, conditions, products, and yield The reactants are CI, CCO, Cl, [Na+], [OH-], O=C(O)c1cc(S)cc(C(F)(F)F)c1. The product is CSc1cc(C(=O)O)cc(C(F)(F)F)c1. As a reaction SMILES: [CH3:17][I:18].[CH3:20][CH2:21][OH:22].[ClH:19].[Na+:16].[OH-:15].[SH:1][c:2]1[cH:3][c:4]([C:5](=[O:6])[OH:7])[cH:8][c:9]([C:11]([F:12])([F:13])[F:14])[cH:10]1>>[S:1]([c:2]1[cH:3][c:4]([C:5](=[O:6])[OH:7])[cH:8][c:9]([C:11]([F:12])([F:13])[F:14])[cH:10]1)[CH3:17].